Dataset: the Open Reaction Database (ORD), a public repository of structured organic reaction records. Task: describe an organic reaction: reactants, conditions, products, and yield The reactants are N1=CC=C(C=C1)C1=CC=C(N)C=C1 ((4-pyridine-4-yl)aniline), FC1=CC2=C(SC(=C2C)S(=O)(=O)Cl)C=C1 (5-fluoro-3-methylbenzo[b]thiophene-2-sulphonyl chloride). The reagents and catalysts are CN(C)C=1C=CN=CC1 (DMAP). The solvent is ClCCl (dichloromethane), ClCCl (dichloromethane). Conditions: time 16 hour. Yields the product N1=CC=C(C=C1)C1=CC=C(C=C1)NS(=O)(=O)C1=C(C2=C(S1)C=CC(=C2)F)C (5-Fluoro-3-methyl-benzo[b]thiophene-2-sulfonic acid(4-pyridin-4-yl-phenyl)-amide). Isolated yield 31.0%. As a reaction SMILES: [N:1]1[CH:6]=[CH:5][C:4]([C:7]2[CH:13]=[CH:12][C:10]([NH2:11])=[CH:9][CH:8]=2)=[CH:3][CH:2]=1.[F:14][C:15]1[CH:28]=[CH:27][C:18]2[S:19][C:20]([S:23](Cl)(=[O:25])=[O:24])=[C:21]([CH3:22])[C:17]=2[CH:16]=1>ClCCl.CN(C1C=CN=CC=1)C>[N:1]1[CH:6]=[CH:5][C:4]([C:7]2[CH:13]=[CH:12][C:10]([NH:11][S:23]([C:20]3[S:19][C:18]4[CH:27]=[CH:28][C:15]([F:14])=[CH:16][C:17]=4[C:21]=3[CH3:22])(=[O:25])=[O:24])=[CH:9][CH:8]=2)=[CH:3][CH:2]=1. Reported procedure: To a solution of (4-pyridine-4-yl)aniline (CAS: 13296-04-3, 0.290 g) in dichloromethane (12.0 ml) was added 5-fluoro-3-methylbenzo[b]thiophene-2-sulphonyl chloride (0.440 g) and DMAP (0.305 g). The reaction mixture was stirred at rt for 16 h, diluted with dichloromethane (12 ml) and chromatographed on silica gel using heptane/ethyl acetate as eluent to obtain the title compound (0.205 g) as an off-white solid. MS (ISN): 397.1 (M−H)− Reactants: C(C)(=O)OCC (ethyl acetate), COC(C1=CC=C(C=C1)N(C=1C(=C(C2=C(C(CO2)(C)C)C1)C(C)(C)C)C)C(C)C)=O (4-[isopropyl-(7-t-butyl-3,3,6-trimethyl-2,3-dihydro-benzofuran-5-yl)-amino]-benzoic acid methyl ester), COC(C1=CC=C(C=C1)N(C=1C(=C(C2=C(C(CO2)(C)C)C1)C(C)(C)C)C)C(C)C)=O (4-[isopropyl-(7-t-butyl-3,3,6-trimethyl-2,3-dihydro-benzofuran-5-yl)-amino]-benzoic acid methyl ester), [OH-].[Na+] (sodium hydroxide). Solvent: C(C)O (ethanol), hexanes. Run at temperature 80 celsius. Yields the product C(C)(C)N(C1=CC=C(C(=O)O)C=C1)C=1C(=C(C2=C(C(CO2)(C)C)C1)C(C)(C)C)C (4-[Isopropyl-(7-t-butyl-3,3,6-trimethyl-2,3-dihydro-benzofuran-5-yl)-amino]-benzoic acid). Yield: 46.6%. Reaction SMILES: C[O:2][C:3](=[O:30])[C:4]1[CH:9]=[CH:8][C:7]([N:10]([CH:27]([CH3:29])[CH3:28])[C:11]2[C:12]([CH3:26])=[C:13]([C:22]([CH3:25])([CH3:24])[CH3:23])[C:14]3[O:18][CH2:17][C:16]([CH3:20])([CH3:19])[C:15]=3[CH:21]=2)=[CH:6][CH:5]=1.[OH-].[Na+].C(OCC)(=O)C>C(O)C>[CH:27]([N:10]([C:11]1[C:12]([CH3:26])=[C:13]([C:22]([CH3:23])([CH3:25])[CH3:24])[C:14]2[O:18][CH2:17][C:16]([CH3:19])([CH3:20])[C:15]=2[CH:21]=1)[C:7]1[CH:6]=[CH:5][C:4]([C:3]([OH:30])=[O:2])=[CH:9][CH:8]=1)([CH3:29])[CH3:28] |f:1.2|. Procedure details: A solution of 4-[isopropyl-(7-t-butyl-3,3,6-trimethyl-2,3-dihydro-benzofuran-5-yl)-amino]-benzoic acid methyl ester (Compound 69, 0.015 g, 0.038 mmol) in 3 mL of ethanol was treated with 1M sodium hydroxide (1.5 mL, 1.5 mmol) and the resulting clear solution was heated at 80° C. for 2 hours. The volatiles were removed by distillation in vacuo and the residue was neutralized with saturated ammonium chloride solution and extracted with diethylether. The organic extract was dried over anhydrous sod... Reactants: ClC=1C=C(C(=C(C=O)C1)O)OC (5-Chloro-2-hydroxy-3-methoxy-benzaldehyde), O (water). The solvent is Br (hydrobromic acid). Product: ClC=1C=C(C(=C(C=O)C1)O)O (5-chloro-2,3-dihydroxybenzaldehyde). Isolated yield 32.5%. RXN SMILES: [Cl:1][C:2]1[CH:3]=[C:4]([O:11]C)[C:5]([OH:10])=[C:6]([CH:9]=1)[CH:7]=[O:8].O>Br>[Cl:1][C:2]1[CH:3]=[C:4]([OH:11])[C:5]([OH:10])=[C:6]([CH:9]=1)[CH:7]=[O:8]. Reported procedure: 5-Chloro-2-hydroxy-3-methoxy-benzaldehyde (see J. Org. Chem. 56; 1991; 5451; 20.0 g, 107 mmol) was suspended in hydrobromic acid (100 mL of 47% in water). The mixture was refluxed for 6 h and then cooled to room temperature before dilution with water (300 mL). The formed precipitate was collected by filtration and then washed with water. After air drying, the solid material was purified by soaking with CH2Cl2 (4×150 mL). There was obtained 6.0 g (32%) of 5-chloro-2,3-dihydroxybenzaldehyde as a s... The solvent is C1(=CC=CC=C1)C (toluene). The reagents and catalysts are [Br-].C(CCC)[N+](CCCC)(CCCC)CCCC (tetrabutylammonium bromide). Product: C1(CC1)C(C)C=1C(N(C(=NN1)SC)NC)=O (6-(1-Cyclopropylethyl)-4-methylamino-3-methylthio-1,2,4-triazin-5(4H)-one). Procedure details: 100 ml of toluene and 56.5 g (0.25 mol) of 4-amino-6-(1-cyclopropylethyl)-3-methylthio-1,2,4-triazin-5(4H)-one, and then 89.5 g (0.63 mol) of methyl iodide and 8.5 g (0.025 mol) of tetrabutylammonium bromide are added to 100 ml of 50% strength aqueous sodium hydroxide solution with vigorous stirring. The emulsion is stirred vigorously until the exothermic reaction abates (temperature rise to 50° C.). The mixture is filtered with suction through a glass frit at 20° C., the phases are separated an... Reactants: NN1C(=NN=C(C1=O)C(C)C1CC1)SC (4-amino-6-(1-cyclopropylethyl)-3-methylthio-1,2,4-triazin-5(4H)-one), CI (methyl iodide), [OH-].[Na+] (sodium hydroxide). As a reaction SMILES: [NH2:1][N:2]1[C:7](=[O:8])[C:6]([CH:9]([CH:11]2[CH2:13][CH2:12]2)[CH3:10])=[N:5][N:4]=[C:3]1[S:14][CH3:15].[CH3:16]I.[OH-].[Na+]>[Br-].C([N+](CCCC)(CCCC)CCCC)CCC.C1(C)C=CC=CC=1>[CH:11]1([CH:9]([C:6]2[C:7](=[O:8])[N:2]([NH:1][CH3:16])[C:3]([S:14][CH3:15])=[N:4][N:5]=2)[CH3:10])[CH2:12][CH2:13]1 |f:2.3,4.5|. Reactants: CNCCNC (N,N′-dimethylethylenediamine), C([O-])([O-])=O.[K+].[K+] (potassium carbonate), BrC=1CN(N(C1)C1=NC=CC=C1Cl)C(=O)OCC (ethyl 4-bromo-1-(3-chloropyridin-2-yl)-1H-pyrazole-2-carboxylate), FC(C=1C=C(C=C(C1)C(F)(F)F)N1C(NCC1)=O)(F)F (1-[3,5-bis(trifluoromethyl)phenyl]imidazolidin-2-one). The reagents and catalysts are [Cu]I (copper(I) iodide). Solvent: C1(=CC=CC=C1)C (toluene). The product is FC(C=1C=C(C=C(C1)C(F)(F)F)N1C(N(CC1)C1=NN(C(=C1)C(=O)OCC)C1=NC=CC=C1Cl)=O)(F)F (ethyl 3-{3-[3,5-bis(trifluoromethyl)phenyl]-2-oxoimidazolidin-1-yl}-1-(3-chloropyridin-2-yl)-1H-pyrazole-5-carboxylate). RXN SMILES: Br[C:2]1[CH2:3][N:4](C(OCC)=O)[N:5]([C:7]2[C:12]([Cl:13])=[CH:11][CH:10]=[CH:9][N:8]=2)[CH:6]=1.[F:19][C:20]([F:38])([F:37])[C:21]1[CH:22]=[C:23]([N:31]2[CH2:35][CH2:34][NH:33][C:32]2=[O:36])[CH:24]=[C:25]([C:27]([F:30])([F:29])[F:28])[CH:26]=1.CN[CH2:41][CH2:42]NC.[C:45](=O)([O-:47])[O-:46].[K+].[K+]>C1(C)C=CC=CC=1.[Cu]I>[F:38][C:20]([F:19])([F:37])[C:21]1[CH:22]=[C:23]([N:31]2[CH2:35][CH2:34][N:33]([C:3]3[CH:2]=[C:6]([C:45]([O:47][CH2:41][CH3:42])=[O:46])[N:5]([C:7]4[C:12]([Cl:13])=[CH:11][CH:10]=[CH:9][N:8]=4)[N:4]=3)[C:32]2=[O:36])[CH:24]=[C:25]([C:27]([F:29])([F:30])[F:28])[CH:26]=1 |f:3.4.5|. Procedure details: 600 mg (1.76 mmol) of ethyl 4-bromo-1-(3-chloropyridin-2-yl)-1H-pyrazole-2-carboxylate and 527 mg (1.76 mmol) of 1-[3,5-bis(trifluoromethyl)phenyl]imidazolidin-2-one were initially charged in 30 ml of toluene, and 40.4 mg (0.21 mmol) of copper(I) iodide, 31.2 mg (0.35 mmol) of N,N′-dimethylethylenediamine and 489 mg (3.53 mmol) of potassium carbonate were added successively at room temperature. The reaction mixture was stirred under reflux for 10 h. The solvent was then distilled off, the residu... Starting materials: [Li] (lithium), ketal, CC1(OCCO1)CCCC(=O)O (4-(2-methyl-1,3-dioxolan-2-yl)butanoic acid), solution, C[Li] (methyllithium). Run in O1CCCC1 (tetrahydrofuran). Reaction conditions: temperature 0 celsius, time 2 hour. The product is CC1(OCCO1)CCCC(C)=O (5-(2-methyl-1,3-dioxolan-2-yl)-2-pentanone). As a reaction SMILES: [Li].[CH3:2][C:3]1([CH2:8][CH2:9][CH2:10][C:11]([OH:13])=O)[O:7][CH2:6][CH2:5][O:4]1.[CH3:14][Li]>O1CCCC1>[CH3:2][C:3]1([CH2:8][CH2:9][CH2:10][C:11](=[O:13])[CH3:14])[O:4][CH2:5][CH2:6][O:7]1 |^1:0|. Procedure: 348 Mg. of the lithium salt of the ketal acid, 4-(2-methyl-1,3-dioxolan-2-yl)butanoic acid was dissolved in 5 ml. anhydrous tetrahydrofuran. The solution was cooled to 0° C and 1.25 ml. of a 1.6 molar solution of methyllithium in dicthylether was added dropwise over a period of 1 hour while stirring under a nitrogen atmosphere. The solution was allowed to rise approximately to 20° C and kept at this temperature over a period of 2 hours. The reaction mixture as added to crushed ice and the organi...